This data is from the Open Reaction Database (ORD), a public repository of structured organic reaction records. The task is: describe an organic reaction: reactants, conditions, products, and yield Solvent: CO (methanol). Procedure: A solution of sodium hydroxide 5N (0.5 mL) was added to a mixture of methyl 2-(4-methyl-2-(3-phenylpiperidin-1-yl)-6-p-tolylpyrimidin-5-yl)pentanoate (0.047 g; 0.103 mmol) in methanol (1.5 mL). The mixture was heated in a sealed tube at 100° C. for 18 h and then concentrated under reduced pressure. The residue was dissolved in water and the pH of the solution was adjusted between 3 and 4 by addition of a solution of hydrochloric acid 6N. The aqueous layer was extracted with ethyl acetate, dried ... Yields the product CC1=NC(=NC(=C1C(C(=O)O)CCC)C1=CC=C(C=C1)C)N1CC(CCC1)C1=CC=CC=C1 (2-(4-methyl-2-(3-phenylpiperidin-1-yl)-6-p-tolylpyrimidin-5-yl)pentanoic acid). Run at temperature 100 celsius. Reaction SMILES: [OH-].[Na+].[CH3:3][C:4]1[C:9]([CH:10]([CH2:15][CH2:16][CH3:17])[C:11]([O:13]C)=[O:12])=[C:8]([C:18]2[CH:23]=[CH:22][C:21]([CH3:24])=[CH:20][CH:19]=2)[N:7]=[C:6]([N:25]2[CH2:30][CH2:29][CH2:28][CH:27]([C:31]3[CH:36]=[CH:35][CH:34]=[CH:33][CH:32]=3)[CH2:26]2)[N:5]=1>CO>[CH3:3][C:4]1[C:9]([CH:10]([CH2:15][CH2:16][CH3:17])[C:11]([OH:13])=[O:12])=[C:8]([C:18]2[CH:23]=[CH:22][C:21]([CH3:24])=[CH:20][CH:19]=2)[N:7]=[C:6]([N:25]2[CH2:30][CH2:29][CH2:28][CH:27]([C:31]3[CH:32]=[CH:33][CH:34]=[CH:35][CH:36]=3)[CH2:26]2)[N:5]=1 |f:0.1|. Starting materials: [OH-].[Na+] (sodium hydroxide), CC1=NC(=NC(=C1C(C(=O)OC)CCC)C1=CC=C(C=C1)C)N1CC(CCC1)C1=CC=CC=C1 (methyl 2-(4-methyl-2-(3-phenylpiperidin-1-yl)-6-p-tolylpyrimidin-5-yl)pentanoate). Isolated yield 30.6%. As a reaction SMILES: [CH2:1]([C:5]1[CH:6]=[CH:7][C:8]2[N:9]([CH:20]=1)[C:10](=[O:19])[C:11]([C:14]1[NH:18][N:17]=[N:16][N:15]=1)=[CH:12][N:13]=2)[CH2:2][CH2:3][CH3:4].[C:21]([C:23](=CNC1C=CC(C2C=CC=CC=2)=CN=1)C(OCC)=O)#N>>[C:1]1([C:5]2[CH:6]=[CH:7][C:8]3[N:9]([CH:20]=2)[C:10](=[O:19])[C:11]([C:14]2[NH:15][N:16]=[N:17][N:18]=2)=[CH:12][N:13]=3)[CH:23]=[CH:21][CH:4]=[CH:3][CH:2]=1. Yields the product C1(=CC=CC=C1)C=1C=CC=2N(C(C(=CN2)C2=NN=NN2)=O)C1 (7-Phenyl-3-(1H-tetrazol-5-yl)-4H-pyrido[1,2-a]pyrimidin-4-one). The reactants are C(#N)C(C(=O)OCC)=CNC1=NC=C(C=C1)C1=CC=CC=C1 (ethyl 2-cyano-3-(5-phenyl-2-pyridylamino)acrylate), C(CCC)C=1C=CC=2N(C(C(=CN2)C2=NN=NN2)=O)C1 (7-n-butyl-3-(1H-tetrazol-5-yl)-4H-pyrido[1,2-a]pyrimidin-4-one). Procedure: In a manner similar to that described for the preparation of 7-n-butyl-3-(1H-tetrazol-5-yl)-4H-pyrido[1,2-a]pyrimidin-4-one in Example 7, the title compound (m.p. 308°-309° decomp) was prepared in 31% yield from ethyl 2-cyano-3-(5-phenyl-2-pyridylamino)acrylate. The yield is 31.0%. The reactants are [N+](=O)([O-])C1=CC=C(C=C1)N1CCCCC1 (N-(4-nitrophenyl)piperidine), Cl (hydrochloric acid). Reagents/catalysts: [Pd] (palladium/carbon). The solvent is CO (methanol). The product is Cl.Cl.NC1=CC=C(C=C1)N1CCCCC1 (N-(4-aminophenyl)piperidine dihydrochloride). Reaction SMILES: [N+:1]([C:4]1[CH:9]=[CH:8][C:7]([N:10]2[CH2:15][CH2:14][CH2:13][CH2:12][CH2:11]2)=[CH:6][CH:5]=1)([O-])=O.[ClH:16]>CO.[Pd]>[ClH:16].[ClH:16].[NH2:1][C:4]1[CH:5]=[CH:6][C:7]([N:10]2[CH2:15][CH2:14][CH2:13][CH2:12][CH2:11]2)=[CH:8][CH:9]=1 |f:4.5.6|. Reported procedure: To a solution of N-(4-nitrophenyl)piperidine (12 g) in methanol (50 ml) was added conc. hydrochloric acid (12 ml) and, by using 10% palladium/carbon as a catalyst, catalytic reduction was conducted at normal temperature and normal pressure. After completion of the reaction, the catalyst was removed and the solvent was distilled off. To the residue was added ethyl ether which was filtered off to obtain N-(4-aminophenyl)piperidine dihydrochloride (13.7 g) as a colorless solid. Yields the product C(C)(=O)C1=C(C(=C(OCCCSC2=CC=C(C=C2)C(CCCCC(=O)O)=O)C=C1)CCC)O (4(3-(4-acetyl-3-hydroxy-2-propylphenoxy)propylthio-) epsilon-oxobenzenehexanoic acid). Solvent: C1CCOC1 (THF). Reaction SMILES: [C:1]([C:4]1[CH:30]=[CH:29][C:7]([O:8][CH2:9][CH2:10][CH2:11][S:12][C:13]2[CH:18]=[CH:17][C:16]([C:19](=[O:28])[CH2:20][CH2:21][CH2:22][CH2:23][C:24]([O:26]C)=[O:25])=[CH:15][CH:14]=2)=[C:6]([CH2:31][CH2:32][CH3:33])[C:5]=1[OH:34])(=[O:3])[CH3:2].[OH-].[Na+]>C1COCC1>[C:1]([C:4]1[CH:30]=[CH:29][C:7]([O:8][CH2:9][CH2:10][CH2:11][S:12][C:13]2[CH:18]=[CH:17][C:16]([C:19](=[O:28])[CH2:20][CH2:21][CH2:22][CH2:23][C:24]([OH:26])=[O:25])=[CH:15][CH:14]=2)=[C:6]([CH2:31][CH2:32][CH3:33])[C:5]=1[OH:34])(=[O:3])[CH3:2] |f:1.2|. Starting materials: [OH-].[Na+] (NaOH), C(C)(=O)C1=C(C(=C(OCCCSC2=CC=C(C=C2)C(CCCCC(=O)OC)=O)C=C1)CCC)O (methyl 4-(3-(4-acetyl-3-hydroxy-2-propylphenoxy)-propylthio)-epsilon-oxo-benzenehexanoate), [OH-].[Na+] (NaOH). Procedure details: The compound of Example 44, Step B (1.0 g, 2.055 mmole) was dissolved in THF (10 ml). To this solution was added 1N NaOH (4.1 ml). The reaction mixture was stirred at room temperature for two hours. Additional 1N NaOH was added and stirring continued for two hours. The THF solution was removed and the aqueous portion diluted with water and extracted with ether. The aqueous layer was acidified with concentrated HCl, extracted with chloroform, dried and evaporated. Trituration of the residue with ... Conditions: time 2 hour. Reactants: O=C1C=2C=CC=CC2C2=NC(=C(N=C21)C#N)C#N (9-oxo-9H-indeno[1,2-b]pyrazine-2,3-dicarbonitrile), CO (MeOH). Run at time 16 hour. Yields the product COC1=C(N=C2C(=N1)C=1C=CC=CC1C2=O)C#N (3-methoxy-9-oxo-9H-indeno[1,2-b]pyrazine-2-carbonitrile). Yield: 126.5%. Reaction SMILES: [O:1]=[C:2]1[C:14]2[C:9](=[N:10][C:11](C#N)=[C:12]([C:15]#[N:16])[N:13]=2)[C:8]2[CH:7]=[CH:6][CH:5]=[CH:4][C:3]1=2.[CH3:19][OH:20]>>[CH3:19][O:20][C:11]1[N:10]=[C:9]2[C:8]3[CH:7]=[CH:6][CH:5]=[CH:4][C:3]=3[C:2](=[O:1])[C:14]2=[N:13][C:12]=1[C:15]#[N:16]. Procedure: To a suspension of 1 (1.10 g, 4.7 mmol) in MeOH (47 ml) sodium (110 mg) was added and the mixture was stirred at room temperature for 16 hours. The precipitate was filtered, washed with EtOH and dried under vacuum, yielding 3 (1.03 g, 93%) as yellow-green solid. The reactants are COC=1N=C2C(=CC=NC2=CC1)C=O (6-methoxy-[1,5]naphthyridine-4-carbaldehyde), Triethylphosphonoacetate, [H-].[Na+] (NaH), CC(OCC)=O (EA). Run in C1CCOC1 (THF), paraffin, C1CCOC1 (THF), O (water). Run at time 5 hour. Product: C(C)OC(\C=C\C1=CC=NC2=CC=C(N=C12)OC)=O ((E)-3-(6-methoxy-[1,5]naphthyridin-4-yl)-acrylic acid ethyl ester). Yield: 56.0%. Reaction SMILES: [H-].[Na+].[CH3:3][O:4][C:5]1[N:6]=[C:7]2[C:12](=[CH:13][CH:14]=1)[N:11]=[CH:10][CH:9]=[C:8]2[CH:15]=O.[CH3:17][C:18](=[O:22])[O:19][CH2:20][CH3:21]>C1COCC1.O>[CH2:20]([O:19][C:18](=[O:22])/[CH:17]=[CH:15]/[C:8]1[C:7]2[C:12](=[CH:13][CH:14]=[C:5]([O:4][CH3:3])[N:6]=2)[N:11]=[CH:10][CH:9]=1)[CH3:21] |f:0.1|. Procedure details: Triethylphosphonoacetate (7.3 g, 32.6 mmol) was added to a suspension of a NaH dispersion (1.4 g, 32.5 mmol, 55% in paraffin) in THF (40 mL) at 0° C. The mixture was stirred at 0° C. for 20 min before the dropwise addition of 6-methoxy-[1,5]naphthyridine-4-carbaldehyde (4.0 g, 21.3 mmol; prepared as in WO 2006/032466) in THF. The mixture was stirred at rt for 5 h, diluted with water and EA. The phases were separated and the aq. phase extracted with EA (2 times 50 mL). The combined org. phases we...